From a dataset of the Open Reaction Database (ORD), a public repository of structured organic reaction records. describe an organic reaction: reactants, conditions, products, and yield Product: C[Si](C)(C)C#CC1=CC(=CC=C1)C(C)(C)C (Trimethylsilyl (3-tert-butyl)phenylethyne). Procedure details: Using the same general procedure as described for Compound 21, but using 3-tert-butyl-bromobenzene, (Compound 24) the title compound was synthesized as a colorless oil. PMR (CDCl3): & 0.36 (9H, s), 1.40 (9H, s), 7.32 (1H, m), 7.37-7.47 (2H, m), 7.61 (1H, m). The reactants are C[Si](C)(C)C#CC1=CC=C(C=C1)C(C)(C)C (trimethylsilyl-(4-tert-butyl)phenylethyne), C(C)(C)(C)C=1C=C(C=CC1)Br (3-tert-butyl-bromobenzene), C(C)(C)(C)C=1C=C(C=CC1)Br (3-tert-butyl bromobenzene). Reaction SMILES: [CH3:1][Si:2]([C:5]#[C:6][C:7]1[CH:12]=[CH:11][C:10](C(C)(C)C)=[CH:9][CH:8]=1)([CH3:4])[CH3:3].[C:17](C1C=C(Br)C=CC=1)([CH3:20])([CH3:19])[CH3:18]>>[CH3:4][Si:2]([C:5]#[C:6][C:7]1[CH:8]=[CH:9][CH:10]=[C:11]([C:17]([CH3:20])([CH3:19])[CH3:18])[CH:12]=1)([CH3:1])[CH3:3]. Reactants: Cl (hydrochloric acid), FC1=C(C=CC=C1)C (ortho-fluorotoluene), C(C)(=O)Cl (acetyl chloride), [Cl-].[Al+3].[Cl-].[Cl-] (aluminum chloride). The solvent is C(Cl)Cl (methylene chloride). Product: CC1=C(C=CC(=C1)C(=O)C)F (3-methyl-4-fluoroacetophenone). Isolated yield 98.2%. As a reaction SMILES: [F:1][C:2]1[CH:7]=[CH:6][CH:5]=[CH:4][C:3]=1[CH3:8].[C:9](Cl)(=[O:11])[CH3:10].[Cl-].[Al+3].[Cl-].[Cl-].Cl>C(Cl)Cl>[CH3:8][C:3]1[CH:4]=[C:5]([C:9]([CH3:10])=[O:11])[CH:6]=[CH:7][C:2]=1[F:1] |f:2.3.4.5|. Procedure details: A mixture of 50 grams (454 millimoles) of ortho-fluorotoluene and 42.8 grams (545 millimoles) of acetyl chloride was dissolved in 250 milliliters of methylene chloride, and then 72.7 grams (545 millimoles) of anhydrous aluminum chloride was gradually added thereto while cooling with ice and stirring. The resulting mixture was further stirred for 2 hours while cooling with ice. Then the reaction mixture was added to 1,200 milliliters of 5% hydrochloric acid, which was then allowed to separate int...